From a dataset of the Open Reaction Database (ORD), a public repository of structured organic reaction records. describe an organic reaction: reactants, conditions, products, and yield The reactants are IC1=C2/C(/C(NC2=CC=C1)=O)=C/C=1NC=CC1 ((Z)-1,3-dihydro-4-iodo-3-[(1H-pyrrol-2-yl)methylene]-2H-indol-2-one), IC1=C2/C(/C(NC2=CC=C1)=O)=C/C=1NC=CC1 ((Z)-1,3-dihydro-4-iodo-3-[(1H-pyrrol-2-yl)methylene]-2H-indol-2-one), C(=O)([O-])[O-].[Na+].[Na+] (Na2CO3), OC1=CC=C(C=C1)B(O)O (4-hydroxyphenylboronic acid). The reagents and catalysts are C=1C=CC(=CC1)[P](C=2C=CC=CC2)(C=3C=CC=CC3)[Pd]([P](C=4C=CC=CC4)(C=5C=CC=CC5)C=6C=CC=CC6)([P](C=7C=CC=CC7)(C=8C=CC=CC8)C=9C=CC=CC9)[P](C=1C=CC=CC1)(C=1C=CC=CC1)C=1C=CC=CC1 ((Ph3P)4Pd). Solvent: COCCOC (1,2-dimethoxyethane). Product: OC1=CC=C(C=C1)C1=C2/C(/C(NC2=CC=C1)=O)=C/C=1NC=CC1 ((Z)-1,3-dihydro-4-(4-hydroxyphenyl)-3-[(1H-pyrrol-2-yl)methylene]-2H-indol-2-one). The yield is 79.0%. As a reaction SMILES: I[C:2]1[CH:10]=[CH:9][CH:8]=[C:7]2[C:3]=1/[C:4](=[CH:12]/[C:13]1[NH:14][CH:15]=[CH:16][CH:17]=1)/[C:5](=[O:11])[NH:6]2.C([O-])([O-])=O.[Na+].[Na+].[OH:24][C:25]1[CH:30]=[CH:29][C:28](B(O)O)=[CH:27][CH:26]=1>C1C=CC([P]([Pd]([P](C2C=CC=CC=2)(C2C=CC=CC=2)C2C=CC=CC=2)([P](C2C=CC=CC=2)(C2C=CC=CC=2)C2C=CC=CC=2)[P](C2C=CC=CC=2)(C2C=CC=CC=2)C2C=CC=CC=2)(C2C=CC=CC=2)C2C=CC=CC=2)=CC=1.COCCOC>[OH:24][C:25]1[CH:30]=[CH:29][C:28]([C:2]2[CH:10]=[CH:9][CH:8]=[C:7]3[C:3]=2/[C:4](=[CH:12]/[C:13]2[NH:14][CH:15]=[CH:16][CH:17]=2)/[C:5](=[O:11])[NH:6]3)=[CH:27][CH:26]=1 |f:1.2.3,^1:37,39,58,77|. Reported procedure: A solution of (Z)-1,3-dihydro-4-iodo-3-[(1H-pyrrol-2-yl)methylene]-2H-indol-2-one (45 mg, 0.134 mmol) (Starting Material 1), 2M aqueous Na2CO3 solution (134 μL , 0.268 mmol), (Ph3P)4Pd (5 mg, 0.004 mmol) (Aldrich), and 4-hydroxyphenylboronic acid (37 mg, 0.268 mmol) (prepared according to H. Gilman et al., J. Am. Chem. Soc. 79:3077-3081 (1957)) in 3 mL of a 3:1 mixture of 1,2-dimethoxyethane:distilled water was heated at reflux under a nitrogen atmosphere for 15 h. The reaction mixture was allow... Starting materials: ClC1=CC(=NC(=N1)N1CCOCC1)N1CCOCC1 (4,4′-(6-chloropyrimidine-2,4-diyl)dimorpholine), CC1=C(C=C(N)C=C1)B1OC(C(O1)(C)C)(C)C (4-methyl-3-(4,4,5,5-tetramethyl-1,3,2-dioxaborolan-2-yl)aniline). Reagents/catalysts: C1=CC=C(C=C1)P([C-]2C=CC=C2)C3=CC=CC=C3.C1=CC=C(C=C1)P([C-]2C=CC=C2)C3=CC=CC=C3.Cl[Pd]Cl.[Fe+2].C(Cl)Cl (PdCl2(dppf) DCM). Run in COCCOC (DME), C([O-])([O-])=O.[Na+].[Na+] (sodium carbonate). Reaction conditions: temperature 120 celsius. The product is O1CCN(CC1)C1=NC(=CC(=N1)C=1C=C(N)C=CC1C)N1CCOCC1 (3-(2,6-dimorpholinopyrimidin-4-yl)-4-methylaniline). Isolated yield 96.0%. Reaction SMILES: Cl[C:2]1[N:7]=[C:6]([N:8]2[CH2:13][CH2:12][O:11][CH2:10][CH2:9]2)[N:5]=[C:4]([N:14]2[CH2:19][CH2:18][O:17][CH2:16][CH2:15]2)[CH:3]=1.[CH3:20][C:21]1[CH:27]=[CH:26][C:24]([NH2:25])=[CH:23][C:22]=1B1OC(C)(C)C(C)(C)O1>COCCOC.C(=O)([O-])[O-].[Na+].[Na+].C1C=CC(P(C2C=CC=CC=2)[C-]2C=CC=C2)=CC=1.C1C=CC(P(C2C=CC=CC=2)[C-]2C=CC=C2)=CC=1.Cl[Pd]Cl.[Fe+2].C(Cl)Cl>[O:11]1[CH2:12][CH2:13][N:8]([C:6]2[N:7]=[C:2]([C:22]3[CH:23]=[C:24]([CH:26]=[CH:27][C:21]=3[CH3:20])[NH2:25])[CH:3]=[C:4]([N:14]3[CH2:19][CH2:18][O:17][CH2:16][CH2:15]3)[N:5]=2)[CH2:9][CH2:10]1 |f:3.4.5,6.7.8.9.10|. Procedure details: To a solution of 4,4′-(6-chloropyrimidine-2,4-diyl)dimorpholine (1.0 equiv.) and 4-methyl-3-(4,4,5,5-tetramethyl-1,3,2-dioxaborolan-2-yl)aniline (1.5 equiv.) in DME and 2M sodium carbonate (3:1, 0.2 M) was added PdCl2(dppf)-DCM adduct (0.100 equiv.) in a microwave vial equipped with a stir bar. The reaction was heated to 120° C. for 20 min in the microwave. The reaction mixture qas quenched with water and the aqueous layer was separated and extracted with EtOAc (×3). The combined organic layer w... Reactants: NC1=NC(=CC(=N1)CC1=CC=C(C=C1)OC)C1CCNCC1 (2-amino-4-(4-methoxyphenylmethyl)-6-(4-piperidinyl)pyrimidine), C(C1=CC=CC=C1)OC=1C=C(C(=O)O)C=CC1OCC1=CC=CC=C1 (3,4-dibenzyloxybenzoic acid), ON1N=NC2=C1C=CC=C2 (1-hydroxybenzotriazole), 1-ethyl-3-(N, N'-dimethylaminopropyl)carbodiimide hydrochloride. Solvent: ClCCl (dichioromethane). Run at time 30 minute. Product: NC1=NC(=CC(=N1)C1CCN(CC1)C(C1=CC(=C(C=C1)O)O)=O)CC1=CC=C(C=C1)OC (2-amino-4-[1-(3,4-dihydroxybenzoyl)-4-piperidinyl]-6-(4-methoxyphenylmethyl)pyrimidine). Yield: 203.3%. Reaction SMILES: [NH2:1][C:2]1[N:7]=[C:6]([CH2:8][C:9]2[CH:14]=[CH:13][C:12]([O:15][CH3:16])=[CH:11][CH:10]=2)[CH:5]=[C:4]([CH:17]2[CH2:22][CH2:21][NH:20][CH2:19][CH2:18]2)[N:3]=1.C([O:30][C:31]1[CH:32]=[C:33]([CH:37]=[CH:38][C:39]=1[O:40]CC1C=CC=CC=1)[C:34](O)=[O:35])C1C=CC=CC=1.ON1C2C=CC=CC=2N=N1>ClCCl>[NH2:1][C:2]1[N:3]=[C:4]([CH:17]2[CH2:22][CH2:21][N:20]([C:34](=[O:35])[C:33]3[CH:37]=[CH:38][C:39]([OH:40])=[C:31]([OH:30])[CH:32]=3)[CH2:19][CH2:18]2)[CH:5]=[C:6]([CH2:8][C:9]2[CH:10]=[CH:11][C:12]([O:15][CH3:16])=[CH:13][CH:14]=2)[N:7]=1. Procedure: To a solution of 2-amino-4-(4-methoxyphenylmethyl)-6-(4-piperidinyl)pyrimidine (160 mg, 0.54 mmol), 3,4-dibenzyloxybenzoic acid (179 mg, 0.54 mmol) and 1-hydroxybenzotriazole (72 mg, 0.54 mmol) in dichioromethane (150 ml) were added 1-ethyl-3-(N, N'-dimethylaminopropyl)carbodiimide hydrochloride (103 mg, 0.54 mmol) at room temperature under nitrogen atmosphere. After stirring for about 30 minutes, the mixture was washed successively with saturated sodium hydrogen carbonate solution and brine. Th... Reactants: CO, CC(C)(C)OC(=O)N1CCCC1Cn1ccc2c([N+](=O)[O-])cccc2c1=O. The product is CC(C)(C)OC(=O)N1CCCC1Cn1ccc2c(N)cccc2c1=O. As a reaction SMILES: [CH3:28][OH:29].[N+:1]([O-:2])(=[O:3])[c:4]1[c:5]2[cH:6][cH:7][n:8]([CH2:15][CH:16]3[N:17]([C:21](=[O:22])[O:23][C:24]([CH3:25])([CH3:26])[CH3:27])[CH2:18][CH2:19][CH2:20]3)[c:9](=[O:14])[c:10]2[cH:11][cH:12][cH:13]1>>[NH2:1][c:4]1[c:5]2[cH:6][cH:7][n:8]([CH2:15][CH:16]3[N:17]([C:21](=[O:22])[O:23][C:24]([CH3:25])([CH3:26])[CH3:27])[CH2:18][CH2:19][CH2:20]3)[c:9](=[O:14])[c:10]2[cH:11][cH:12][cH:13]1. Reactants: CN(C)C=O, COc1ccc(C2(O)C(=O)Nc3ccc(Cl)cc32)c(OC)c1, O=C1Nc2ccccc2C1Cl, ClCCl, O, O=S(Cl)Cl, c1ccncc1, c1cc(N2CCNCC2)ccn1. Yields the product COc1ccc(C2(N3CCN(c4ccncc4)CC3)C(=O)Nc3ccc(Cl)cc32)c(OC)c1. RXN SMILES: [CH3:59][N:60]([CH3:61])[CH:62]=[O:63].[Cl:11][c:12]1[cH:13][c:14]2[c:18]([cH:19][cH:20]1)[NH:17][C:16](=[O:21])[C:15]2([OH:22])[c:23]1[c:24]([O:31][CH3:32])[cH:25][c:26]([O:29][CH3:30])[cH:27][cH:28]1.[Cl:45][CH:46]1[c:47]2[c:48]([cH:49][cH:50][cH:51][cH:52]2)[NH:53][C:54]1=[O:55].[Cl:56][CH2:57][Cl:58].[OH2:64].[S:7]([Cl:8])([Cl:9])=[O:10].[cH:1]1[cH:2][cH:3][n:4][cH:5][cH:6]1.[n:33]1[cH:34][cH:35][c:36]([N:39]2[CH2:40][CH2:41][NH:42][CH2:43][CH2:44]2)[cH:37][cH:38]1>>[Cl:11][c:12]1[cH:13][c:14]2[c:18]([cH:19][cH:20]1)[NH:17][C:16](=[O:21])[C:15]2([c:23]1[c:24]([O:31][CH3:32])[cH:25][c:26]([O:29][CH3:30])[cH:27][cH:28]1)[N:42]1[CH2:41][CH2:40][N:39]([c:36]2[cH:35][cH:34][n:33][cH:38][cH:37]2)[CH2:44][CH2:43]1. Reactants: C1=C(C=CC=2SC3=CC=CC=C3SC12)S(=O)(=O)Cl (thianthrene-2-sulfonyl chloride), C(C)(C)(C)OC([C@H](N)C(C)C)=O ((D)-valine-t-butyl ester), C1=C(C=CC=2OC3=CC=CC=C3SC12)S(=O)(=O)Cl (phenoxathiine-2-sulfonyl chloride), C(C)(C)(C)OC([C@@H](N)C(C)C)=O ((L)-valine-t-butyl ester). Product: CC([C@@H](C(=O)O)NS(=O)(=O)C1=CC=2SC3=CC=CC=C3OC2C=C1)C ((S)-3-methyl-2-(phenoxathiine-2-sulfonylamino)-butyric acid). RXN SMILES: C1C2SC3C(=CC=CC=3)SC=2C=CC=1S(Cl)(=O)=O.[CH:19]1[C:32]2[S:31][C:30]3[C:25](=[CH:26][CH:27]=[CH:28][CH:29]=3)[O:24][C:23]=2[CH:22]=[CH:21][C:20]=1[S:33](Cl)(=[O:35])=[O:34].C([O:41][C:42](=[O:48])[C@H:43]([CH:45]([CH3:47])[CH3:46])[NH2:44])(C)(C)C.C(OC(=O)[C@@H](C(C)C)N)(C)(C)C>>[CH3:46][CH:45]([CH3:47])[C@H:43]([NH:44][S:33]([C:20]1[CH:21]=[CH:22][C:23]2[O:24][C:25]3[C:30](=[CH:29][CH:28]=[CH:27][CH:26]=3)[S:31][C:32]=2[CH:19]=1)(=[O:35])=[O:34])[C:42]([OH:48])=[O:41]. Procedure details: When in the procedure of Example 1, Step (b), thianthrene-2-sulfonyl chloride is replaced by phenoxathiine-2-sulfonyl chloride and (L)-valine-t-butyl ester is replaced with (D)-valine-t-butyl ester, (S)-3-methyl-2-(phenoxathiine-2-sulfonylamino)-butyric acid is obtained as an off-white solid; mp 171-175° C. Run at temperature 50 celsius, time 3 hour. The product is C(C1=CC=CC=C1)OCC[C@H](C(CC(=O)OC(C)(C)C)=O)NC(=O)OC(C)(C)C ((R)-tert-butyl 6-(benzyloxy)-4-((tert-butoxycarbonyl)amino)-3-oxohexanoate), C(C1=CC=CC=C1)OCC[C@H](/C(=C/C(=O)OC(C)(C)C)/O)NC(=O)OC(C)(C)C ((R,Z)-tert-butyl 6-(benzyloxy)-4-((tert-butoxycarbonyl)amino)-3-hydroxyhex-2-enoate). The solvent is CCOCC (Et2O), C1CCOC1 (THF), C1CCOC1 (THF). Procedure details: Flask A: To a clear solution of (R)-4-(benzyloxy)-2-((tert-butoxycarbonyl)amino)butanoic acid (Combi-Blocks Inc, 5.01 g, 16.19 mmol) in THF (40 mL) at RT under nitrogen was added 1,1′-carbonyldiimidazole (3.94 g, 24.29 mmol) in one portion. Gas evolution observed and the reaction mixture was stirred 3 h. Flask B: To a cloudy mixture of mono-tert-butyl malonate (Sigma Aldrich, 4.99 mL, 32.4 mmol) and anhydrous magnesium chloride (Sigma Aldrich, 3.08 g, 32.4 mmol) in THF (60 mL) in a 3-necked 500 ... The reactants are Cl (HCl), C(C1=CC=CC=C1)OCC[C@H](C(=O)O)NC(=O)OC(C)(C)C ((R)-4-(benzyloxy)-2-((tert-butoxycarbonyl)amino)butanoic acid), C(=O)(N1C=NC=C1)N1C=NC=C1 (1,1′-carbonyldiimidazole), C(CC(=O)[O-])(=O)OC(C)(C)C (mono-tert-butyl malonate), [Cl-].[Mg+2].[Cl-] (magnesium chloride), CC(C)([O-])C.[K+] (potassium tert-butoxide). Reaction SMILES: [CH2:1]([O:8][CH2:9][CH2:10][C@@H:11]([NH:15][C:16]([O:18][C:19]([CH3:22])([CH3:21])[CH3:20])=[O:17])[C:12]([OH:14])=O)[C:2]1[CH:7]=[CH:6][CH:5]=[CH:4][CH:3]=1.C(N1C=CN=C1)(N1C=CN=C1)=O.[C:35]([O:41][C:42]([CH3:45])([CH3:44])[CH3:43])(=[O:40])[CH2:36][C:37]([O-:39])=O.[Cl-].[Mg+2].[Cl-].CC(C)([O-])C.[K+].Cl>C1COCC1.CCOCC>[CH2:1]([O:8][CH2:9][CH2:10][C@@H:11]([NH:15][C:16]([O:18][C:19]([CH3:22])([CH3:21])[CH3:20])=[O:17])[C:12](=[O:14])[CH2:36][C:35]([O:41][C:42]([CH3:45])([CH3:44])[CH3:43])=[O:40])[C:2]1[CH:3]=[CH:4][CH:5]=[CH:6][CH:7]=1.[CH2:1]([O:8][CH2:9][CH2:10][C@@H:11]([NH:15][C:16]([O:18][C:19]([CH3:22])([CH3:21])[CH3:20])=[O:17])/[C:37](/[OH:39])=[CH:36]/[C:35]([O:41][C:42]([CH3:45])([CH3:44])[CH3:43])=[O:40])[C:2]1[CH:7]=[CH:6][CH:5]=[CH:4][CH:3]=1 |f:3.4.5,6.7|.